describe an organic reaction: reactants, conditions, products, and yield From a dataset of the Open Reaction Database (ORD), a public repository of structured organic reaction records. Reactants: ClC=1C=CC(=NC1)N1C(C2=C(C1O)SCCS2)=O (6-(5-chloropyrid-2-yl)-5-hydroxy-7-oxo-2,3,6,7-tetrahydro-1,4-dithiino[2,3-c]pyrrole), [H-].[Na+] (sodium hydride), ClC(=O)N1CCN(CC1)C (1-chlorocarbonyl-4-methylpiperazine), C(C)O (ethanol). The solvent is O1CCCC1 (tetrahydrofuran), O1CCCC1 (tetrahydrofuran). Run at temperature 5 celsius, time 4 hour. Yields the product ClC=1C=CC(=NC1)N1C(C2=C(C1OC(=O)N1CCN(CC1)C)SCCS2)=O (6-(5-chloropyrid-2-yl)-5-(4-methylpiperazin-1-yl)carbonyloxy-7-oxo-2,3,6,7-tetrahydro-1,4-dithiino[2,3-c]pyrrole). The yield is 73.3%. Reaction SMILES: [Cl:1][C:2]1[CH:3]=[CH:4][C:5]([N:8]2[CH:12]([OH:13])[C:11]3[S:14][CH2:15][CH2:16][S:17][C:10]=3[C:9]2=[O:18])=[N:6][CH:7]=1.[H-].[Na+].Cl[C:22]([N:24]1[CH2:29][CH2:28][N:27]([CH3:30])[CH2:26][CH2:25]1)=[O:23].C(O)C>O1CCCC1>[Cl:1][C:2]1[CH:3]=[CH:4][C:5]([N:8]2[CH:9]([O:18][C:22]([N:24]3[CH2:29][CH2:28][N:27]([CH3:30])[CH2:26][CH2:25]3)=[O:23])[C:10]3[S:17][CH2:16][CH2:15][S:14][C:11]=3[C:12]2=[O:13])=[N:6][CH:7]=1 |f:1.2|. Procedure details: A solution of 6-(5-chloropyrid-2-yl)-5-hydroxy-7-oxo-2,3,6,7-tetrahydro-1,4-dithiino[2,3-c]pyrrole (15.0 g.) in anhydrous tetrahydrofuran (150 cc.) is treated for 15 minutes at about 10°-15° C with sodium hydride (1.44 g.), and a solution of 1-chlorocarbonyl-4-methylpiperazine (24.4 g.) in anhydrous tetrahydrofuran (200 cc.) is then added, at 5° C. The reaction mixture is stirred for 4 hours at 5° C. After evaporating the solvent under reduced pressure (20 mm.Hg), the residue is dissolved in die... Starting materials: COC(C(CCCCCC)C1C(C1)CC1OCCO1)=O ((2-((1,3-dioxolan-2-yl)methyl)cyclopropyl)octanoic acid methyl ester), C(C)(=O)O (acetic acid), O (water), C(O)([O-])=O.[Na+] (sodium hydrogencarbonate). The solvent is C(C)OCC (diethyl ether). Reaction conditions: temperature 60 celsius, time 8 hour. Yields the product COC(CCCCCCCC1C(C1)CC=O)=O (8-(2-(formylmethyl)cyclopropyl)octanoic acid methyl ester). RXN SMILES: COC(=O)[CH:4]([CH:11]1[CH2:13][CH:12]1[CH2:14][CH:15]1[O:19]CCO1)[CH2:5][CH2:6][CH2:7][CH2:8][CH2:9][CH3:10].[C:21]([OH:24])(=[O:23])C.O.[C:26](=O)([O-])O.[Na+]>C(OCC)C>[CH3:26][O:24][C:21](=[O:23])[CH2:10][CH2:9][CH2:8][CH2:7][CH2:6][CH2:5][CH2:4][CH:11]1[CH2:13][CH:12]1[CH2:14][CH:15]=[O:19] |f:3.4|. Reported procedure: A mixture of 8-((2-((1,3-dioxolan-2-yl)methyl)cyclopropyl)octanoic acid methyl ester (0.42 g), acetic acid (16 ml) and water (4 ml) was stirred at 60° C. overnight. The reaction mixture was poured into a mixture of ice, diethyl ether and a saturated aqueous solution of sodium hydrogencarbonate. The separated organic layer was washed with water and dried over magnesium sulfate. After filtration, the filtrate was concentrated in vacuo and the obtained residue was purified by chromatography on sili... Reactants: COC1=CC=C(CN2N=C(N=N2)C(=O)O)C=C1 (2-(4-methoxy-benzyl)-2H-tetrazole-5-carboxylic acid), O=S(Cl)Cl (SOCl2). Run in C1(=CC=CC=C1)C (Toluene). Reaction conditions: temperature 80 celsius. Product: COC1=CC=C(CN2N=C(N=N2)C(=O)Cl)C=C1 (2-(4-Methoxy-benzyl)-2H-tetrazole-5-carbonyl chloride). Reaction SMILES: [CH3:1][O:2][C:3]1[CH:17]=[CH:16][C:6]([CH2:7][N:8]2[N:12]=[N:11][C:10]([C:13](O)=[O:14])=[N:9]2)=[CH:5][CH:4]=1.O=S(Cl)[Cl:20]>C1(C)C=CC=CC=1>[CH3:1][O:2][C:3]1[CH:17]=[CH:16][C:6]([CH2:7][N:8]2[N:12]=[N:11][C:10]([C:13]([Cl:20])=[O:14])=[N:9]2)=[CH:5][CH:4]=1. Procedure details: Next, to a mixture of 2-(4-methoxy-benzyl)-2H-tetrazole-5-carboxylic acid in Toluene (15 ml) at room temperature is added SOCl2 (1 ml, 13.70 mmol) and the mixture is heated at 80° C. for 3 hr. The reaction mixture is concentrated under reduced pressure to give the crude product, which is used without further purification. Starting materials: CC(C)(C)OC(=O)N1CCCC(Oc2ccc3c(=O)[nH]cc(Br)c3c2)C1, CO, ClCCl. Product: O=c1[nH]cc(Br)c2cc(OC3CCCNC3)ccc12. As a reaction SMILES: [C:4]([O:5][C:6](=[O:7])[N:11]1[CH2:12][CH:13]([O:17][c:18]2[cH:19][c:20]3[c:21]([Br:29])[cH:22][nH:23][c:24](=[O:28])[c:25]3[cH:26][cH:27]2)[CH2:14][CH2:15][CH2:16]1)([CH3:8])([CH3:9])[CH3:10].[CH3:30][OH:31].[Cl:1][CH2:2][Cl:3]>>[NH:11]1[CH2:12][CH:13]([O:17][c:18]2[cH:19][c:20]3[c:21]([Br:29])[cH:22][nH:23][c:24](=[O:28])[c:25]3[cH:26][cH:27]2)[CH2:14][CH2:15][CH2:16]1. Reactants: N1(N=CC=C1)C1=CC=C(CC=2C(=NC3=CC=C(C=C3C2O)Br)CC)C=C1 (3-(4-(1H-Pyrazol-1-yl)benzyl)-6-bromo-2-ethylquinolin-4-ol), N1(N=CC=C1)C1=CC=C(CC=2C(=NC3=CC=C(C=C3C2O)Br)CC)C=C1 (3-(4-(1H-Pyrazol-1-yl)benzyl)-6-bromo-2-ethylquinolin-4-ol), P(=O)(Cl)(Cl)Cl (phosphorus oxychloride). The solvent is C(C)#N (acetonitrile). Conditions: temperature 90 celsius, time 3 hour. Product: N1(N=CC=C1)C1=CC=C(CC=2C(=NC3=CC=C(C=C3C2Cl)Br)CC)C=C1 (3-(4-(1H-Pyrazol-1-yl)benzyl)-6-bromo-4-chloro-2-ethylquinoline). As a reaction SMILES: [N:1]1([C:6]2[CH:26]=[CH:25][C:9]([CH2:10][C:11]3[C:12]([CH2:23][CH3:24])=[N:13][C:14]4[C:19]([C:20]=3O)=[CH:18][C:17]([Br:22])=[CH:16][CH:15]=4)=[CH:8][CH:7]=2)[CH:5]=[CH:4][CH:3]=[N:2]1.P(Cl)(Cl)([Cl:29])=O>C(#N)C>[N:1]1([C:6]2[CH:26]=[CH:25][C:9]([CH2:10][C:11]3[C:12]([CH2:23][CH3:24])=[N:13][C:14]4[C:19]([C:20]=3[Cl:29])=[CH:18][C:17]([Br:22])=[CH:16][CH:15]=4)=[CH:8][CH:7]=2)[CH:5]=[CH:4][CH:3]=[N:2]1. Procedure details: A mixture containing 3-(4-(1H-pyrazol-1-yl)benzyl)-6-bromo-2-ethylquinolin-4-ol (1.78 g, 4.36 mmol, Intermediate 32: step c) and phosphorus oxychloride (1.8 mL, 20 mmol) in acetonitrile (15 mL) was heated to 90° C. After 3 hours, the flask was allowed to cool to 23° C. The mixture was concentrated. Dichloromethane (100 mL) and ice (50 mL) were added to the residue. Concentrated aqueous ammonia solution was added dropwise with stirring until the pH was 9 by litmus paper test. The biphasic mixture... Starting materials: C1CCNCC1, Cc1ccccc1, O=[N+]([O-])c1ccc(OCCCl)cc1. Yields the product O=[N+]([O-])c1ccc(OCCN2CCCCC2)cc1. As a reaction SMILES: [CH2:14]1[CH2:15][CH2:16][NH:17][CH2:18][CH2:19]1.[CH3:20][c:21]1[cH:22][cH:23][cH:24][cH:25][cH:26]1.[Cl:1][CH2:2][CH2:3][O:4][c:5]1[cH:6][cH:7][c:8]([N+:11](=[O:12])[O-:13])[cH:9][cH:10]1>>[CH2:2]([CH2:3][O:4][c:5]1[cH:6][cH:7][c:8]([N+:11](=[O:12])[O-:13])[cH:9][cH:10]1)[N:17]1[CH2:16][CH2:15][CH2:14][CH2:19][CH2:18]1.